From a dataset of the Open Reaction Database (ORD), a public repository of structured organic reaction records. describe an organic reaction: reactants, conditions, products, and yield Reactants: O=C(Cl)OCc1ccc2ccccc2c1, C1=CCNC1, C1CCOC1, [Na+], O=C([O-])O. Product: O=C(OCc1ccc2ccccc2c1)N1CC=CC1. Reaction SMILES: [C:1]([O:2][CH2:3][c:4]1[cH:5][c:6]2[cH:7][cH:8][cH:9][cH:10][c:11]2[cH:12][cH:13]1)(=[O:14])[Cl:15].[CH2:16]1[NH:17][CH2:18][CH:19]=[CH:20]1.[CH2:21]1[O:22][CH2:23][CH2:24][CH2:25]1.[Na+:30].[O-:26][C:27]([OH:28])=[O:29]>>[C:1]([O:2][CH2:3][c:4]1[cH:5][c:6]2[cH:7][cH:8][cH:9][cH:10][c:11]2[cH:12][cH:13]1)(=[O:14])[N:17]1[CH2:16][CH:20]=[CH:19][CH2:18]1. The reactants are ClC=1C=C(C=CC1S(=O)(=O)C)C(C(CCC(=O)C=1SC(=CN1)C(C)O)=O)CC1CCOCC1 (5-[3-chloro-4-(methylsulfonyl)phenyl]-1-[5-(1-hydroxyethyl)-1,3-thiazol-2-yl]-6-(tetrahydro-2H-pyran-4-yl)hexane-1,4-dione), C(C)(=O)[O-].[NH4+] (ammonium acetate), [OH-].[Na+] (sodium hydroxide). Solvent: C(C)(=O)O (acetic acid). Run at temperature 90 celsius, time 3 hour. The product is ClC=1C=C(C=CC1S(=O)(=O)C)C(CC1CCOCC1)C1=CC=C(N1)C=1SC(=CN1)C(C)O (1-[2-(5-{1-[3-chloro-4-(methylsulfonyl)phenyl]-2-(tetrahydro-2H-pyran-4-yl)ethyl}-1H-pyrrol-2-yl)-1,3-thiazol-5-yl]ethanol). The yield is 29.9%. Reaction SMILES: [Cl:1][C:2]1[CH:3]=[C:4]([CH:12]([CH2:27][CH:28]2[CH2:33][CH2:32][O:31][CH2:30][CH2:29]2)[C:13](=O)[CH2:14][CH2:15][C:16]([C:18]2[S:19][C:20]([CH:23]([OH:25])[CH3:24])=[CH:21][N:22]=2)=O)[CH:5]=[CH:6][C:7]=1[S:8]([CH3:11])(=[O:10])=[O:9].C([O-])(=O)C.[NH4+:38].[OH-].[Na+]>C(O)(=O)C>[Cl:1][C:2]1[CH:3]=[C:4]([CH:12]([C:13]2[NH:38][C:16]([C:18]3[S:19][C:20]([CH:23]([OH:25])[CH3:24])=[CH:21][N:22]=3)=[CH:15][CH:14]=2)[CH2:27][CH:28]2[CH2:29][CH2:30][O:31][CH2:32][CH2:33]2)[CH:5]=[CH:6][C:7]=1[S:8]([CH3:11])(=[O:10])=[O:9] |f:1.2,3.4|. Reported procedure: A mixture of 5-[3-chloro-4-(methylsulfonyl)phenyl]-1-[5-(1-hydroxyethyl)-1,3-thiazol-2-yl]-6-(tetrahydro-2H-pyran-4-yl)hexane-1,4-dione (0.66 g), ammonium acetate (0.50 g) and acetic acid (5 mL) was stirred at 90° C. for 3 hr. The reaction mixture was neutralized with 8M aqueous sodium hydroxide solution, and extracted with ethyl acetate. The ethyl acetate layer was concentrated, 2M aqueous sodium hydroxide solution (1.5 mL), tetrahydrofuran (4 mL) and methanol (4 mL) were added to the residue, ... The reactants are C=Cc1cc(C(=O)OC(C)(C)C)cc(N(C)C)n1, CO. Product: CCc1cc(C(=O)OC(C)(C)C)cc(N(C)C)n1. Reaction SMILES: [C:1]([CH3:2])([CH3:3])([CH3:4])[O:5][C:6]([c:7]1[cH:8][c:9]([N:15]([CH3:16])[CH3:17])[n:10][c:11]([CH:13]=[CH2:14])[cH:12]1)=[O:18].[CH3:19][OH:20]>>[C:1]([CH3:2])([CH3:3])([CH3:4])[O:5][C:6]([c:7]1[cH:8][c:9]([N:15]([CH3:16])[CH3:17])[n:10][c:11]([CH2:13][CH3:14])[cH:12]1)=[O:18]. The product is COc1cc2c(cc1OC)CC(=O)NCC2. As a reaction SMILES: [CH3:19][C:20](=[O:21])[OH:22].[CH3:1][O:2][c:3]1[cH:4][c:5]2[c:6]([cH:13][c:14]1[O:15][CH3:16])[CH2:7][C:8](=[O:12])[NH:9][CH:10]=[CH:11]2.[H:17][H:18]>>[CH3:1][O:2][c:3]1[cH:4][c:5]2[c:6]([cH:13][c:14]1[O:15][CH3:16])[CH2:7][C:8](=[O:12])[NH:9][CH2:10][CH2:11]2. The reactants are CC(=O)O, COc1cc2c(cc1OC)CC(=O)NC=C2, [H][H]. Reactants: N1CCCCC1 (piperidine), C1=CC=CC=2C3=CC=CC=C3C(C12)COC(NCCCCCCCCCCC(NC1=C(C(=CC=C1)C)C1=CC(=CC=C1)S(=O)(=O)C1=C(SC(=C1)C(=N)NC(=O)OC(C)(C)C)SC)=O)=O ((10-{3′-[5-(tert-butoxycarbonylamino-imino-methyl)-2-methylsulfanyl-thiophene-3-sulfonyl]-6-methyl-biphenyl-2-ylcarbamoyl}-decyl)-carbamic acid 9H-fluoren-9-ylmethyl ester). Run in CN(C)C=O (DMF). Run at time 0.5 hour. Yields the product C(C)(C)(C)OC(NC(=N)C=1SC(=C(C1)S(=O)(=O)C=1C=C(C=CC1)C1=C(C=CC=C1C)NC(CCCCCCCCCCN)=O)SC)=O (({4-[2′-(11-Amino-undecanoylamino)-6′-methyl-biphenyl-3-sulfonyl]-5-methylsulfanyl-thiophen-2-yl}-imino-methyl)-carbamic acid tert-butyl ester). Yield: 79.6%. Reaction SMILES: N1CCCCC1.C1C2C(COC(=O)[NH:23][CH2:24][CH2:25][CH2:26][CH2:27][CH2:28][CH2:29][CH2:30][CH2:31][CH2:32][CH2:33][C:34](=[O:69])[NH:35][C:36]3[CH:41]=[CH:40][CH:39]=[C:38]([CH3:42])[C:37]=3[C:43]3[CH:48]=[CH:47][CH:46]=[C:45]([S:49]([C:52]4[CH:56]=[C:55]([C:57]([NH:59][C:60]([O:62][C:63]([CH3:66])([CH3:65])[CH3:64])=[O:61])=[NH:58])[S:54][C:53]=4[S:67][CH3:68])(=[O:51])=[O:50])[CH:44]=3)C3C(=CC=CC=3)C=2C=CC=1>CN(C=O)C>[C:63]([O:62][C:60](=[O:61])[NH:59][C:57]([C:55]1[S:54][C:53]([S:67][CH3:68])=[C:52]([S:49]([C:45]2[CH:44]=[C:43]([C:37]3[C:38]([CH3:42])=[CH:39][CH:40]=[CH:41][C:36]=3[NH:35][C:34](=[O:69])[CH2:33][CH2:32][CH2:31][CH2:30][CH2:29][CH2:28][CH2:27][CH2:26][CH2:25][CH2:24][NH2:23])[CH:48]=[CH:47][CH:46]=2)(=[O:51])=[O:50])[CH:56]=1)=[NH:58])([CH3:66])([CH3:65])[CH3:64]. Procedure: A solution of 50% piperidine in DMF [1 mL] was added to (10-{3′-[5-(tert-butoxycarbonylamino-imino-methyl)-2-methylsulfanyl-thiophene-3-sulfonyl]-6-methyl-biphenyl-2-ylcarbamoyl}-decyl)-carbamic acid 9H-fluoren-9-ylmethyl ester (0.040 g, 0.043 mmol) [example 211, step a] and stirred for 0.5 hours, followed by evaporation. Column chromatography (10% MeOH in dichloromethane) of the residue yielded the title compound (0.024 g, 77%) as a solid. ESI-MS (m/z): Calcd. for C35H48N4O5S3: 700.28; found: 7... Starting materials: CCN(CC)C(=O)CCCCCBr, COc1cccc2c(Nc3ccc(C(=O)NC4CCN(Cc5ccccc5)CC4)cc3)c(C(=O)O)cnc12, CCN(CC)C(=O)CCCCCN1CCC(N)CC1, C1CC2(CCN1)OCCO2, O. Product: CCN(CC)C(=O)CCCCCN1CCC(NC(=O)c2cnc3c(OC)cccc3c2Nc2ccc(C(=O)NC3CCN(Cc4ccccc4)CC3)cc2)CC1. As a reaction SMILES: [Br:58][CH2:59][CH2:60][CH2:61][CH2:62][CH2:63][C:64]([N:65]([CH2:66][CH3:67])[CH2:68][CH3:69])=[O:70].[CH3:1][O:2][c:3]1[cH:4][cH:5][cH:6][c:7]2[c:8]([NH:16][c:17]3[cH:18][cH:19][c:20]([C:23](=[O:24])[NH:25][CH:26]4[CH2:27][CH2:28][N:29]([CH2:32][c:33]5[cH:34][cH:35][cH:36][cH:37][cH:38]5)[CH2:30][CH2:31]4)[cH:21][cH:22]3)[c:9]([C:13](=[O:14])[OH:15])[cH:10][n:11][c:12]12.[NH2:39][CH:40]1[CH2:41][CH2:42][N:43]([CH2:46][CH2:47][CH2:48][CH2:49][CH2:50][C:51](=[O:52])[N:53]([CH2:54][CH3:55])[CH2:56][CH3:57])[CH2:44][CH2:45]1.[O:71]1[C:72]2([CH2:73][CH2:74][NH:75][CH2:76][CH2:77]2)[O:78][CH2:79][CH2:80]1.[OH2:81]>>[CH3:1][O:2][c:3]1[cH:4][cH:5][cH:6][c:7]2[c:8]([NH:16][c:17]3[cH:18][cH:19][c:20]([C:23](=[O:24])[NH:25][CH:26]4[CH2:27][CH2:28][N:29]([CH2:32][c:33]5[cH:34][cH:35][cH:36][cH:37][cH:38]5)[CH2:30][CH2:31]4)[cH:21][cH:22]3)[c:9]([C:13](=[O:15])[NH:39][CH:40]3[CH2:41][CH2:42][N:43]([CH2:46][CH2:47][CH2:48][CH2:49][CH2:50][C:51](=[O:52])[N:53]([CH2:54][CH3:55])[CH2:56][CH3:57])[CH2:44][CH2:45]3)[cH:10][n:11][c:12]12. Starting materials: [Al+3], [H-], [H-], [H-], [H-], [Li+], C1CCOC1, O=C(O)CCCCC=C(c1cccnc1)c1cccs1. The product is OCCCCCC=C(c1cccnc1)c1cccs1. Reaction SMILES: [Al+3:22].[H-:21].[H-:24].[H-:25].[H-:26].[Li+:23].[O:27]1[CH2:28][CH2:29][CH2:30][CH2:31]1.[n:1]1[cH:2][c:3]([C:7](=[CH:8][CH2:9][CH2:10][CH2:11][CH2:12][C:13](=[O:14])[OH:15])[c:16]2[s:17][cH:18][cH:19][cH:20]2)[cH:4][cH:5][cH:6]1>>[n:1]1[cH:2][c:3]([C:7](=[CH:8][CH2:9][CH2:10][CH2:11][CH2:12][CH2:13][OH:14])[c:16]2[s:17][cH:18][cH:19][cH:20]2)[cH:4][cH:5][cH:6]1.